Dataset: the Open Reaction Database (ORD), a public repository of structured organic reaction records. Task: describe an organic reaction: reactants, conditions, products, and yield The reactants are Cl.N1C=NC(=C1)C(C(=O)O)C (2-(1H-imidazol-4-yl)propanoic acid hydrochloride), N[C@H](C(=O)NC1=CC=C(C=C1)OC1=CC=C(C=C1)F)COCC1=CC=CC=C1 ((S)-2-amino-3-(benzyloxy)-N-(4-(4-fluorophenoxy)phenyl)propanamide). Product: Compound 167, N1C=NC(=C1)C(C(=O)N[C@H](C(=O)NC1=CC=C(C=C1)OC1=CC=C(C=C1)F)COCC1=CC=CC=C1)C ((2S)-2-(2-(1H-imidazol-4-yl)propanamido)-3-(benzyloxy)-N-(4-(4-fluorophenoxy)phenyl)propanamide). The yield is 21.0%. As a reaction SMILES: Cl.[NH:2]1[CH:6]=[C:5]([CH:7]([CH3:11])[C:8]([OH:10])=O)[N:4]=[CH:3]1.[NH2:12][C@@H:13]([CH2:31][O:32][CH2:33][C:34]1[CH:39]=[CH:38][CH:37]=[CH:36][CH:35]=1)[C:14]([NH:16][C:17]1[CH:22]=[CH:21][C:20]([O:23][C:24]2[CH:29]=[CH:28][C:27]([F:30])=[CH:26][CH:25]=2)=[CH:19][CH:18]=1)=[O:15]>>[NH:2]1[CH:6]=[C:5]([CH:7]([CH3:11])[C:8]([NH:12][C@@H:13]([CH2:31][O:32][CH2:33][C:34]2[CH:35]=[CH:36][CH:37]=[CH:38][CH:39]=2)[C:14]([NH:16][C:17]2[CH:18]=[CH:19][C:20]([O:23][C:24]3[CH:29]=[CH:28][C:27]([F:30])=[CH:26][CH:25]=3)=[CH:21][CH:22]=2)=[O:15])=[O:10])[N:4]=[CH:3]1 |f:0.1|. Reported procedure: Proceeding as in Example 1, but substituting 2-(1H-imidazol-4-yl)propanoic acid hydrochloride and (S)-2-amino-3-(benzyloxy)-N-(4-(4-fluorophenoxy)phenyl)propanamide, gave Compound 167, (2S)-2-(2-(1H-imidazol-4-yl)propanamido)-3-(benzyloxy)-N-(4-(4-fluorophenoxy)phenyl)propanamide (49 mg, 21%). 1H-NMR (400 MHz, CDCl3): δ 9.80 (s, 1H), 9.46 (s, 1H), 9.38 (br s, 1H), 7.80-7.15 (m, 9H), 7.00-6.79 (m, 6H), 4.82-4.71 (m, 1H), 4.54-4.38 (m, 2H), 4.01-3.59 (m, 3H), 1.45-1.34 (m, 3H). MS (EI) for C28H27F...